Dataset: the Open Reaction Database (ORD), a public repository of structured organic reaction records. Task: describe an organic reaction: reactants, conditions, products, and yield The reactants are C(CCCC)NCCCCC (dipentylamine), CS(=O)(=O)OCC=1C=C(C=O)C=CC1OCC1=CC=CC=C1 (3-[[(methylsulfonyl)oxy]methyl]-4-phenylmethoxybenzaldehyde). The solvent is CN(C=O)C (dimethylformamide). The product is C(CCCC)N(CCCCC)CC=1C=C(C=O)C=CC1OCC1=CC=CC=C1 (3-[(dipentylamino)methyl]-4-phenylmethoxybenzaldehyde). The yield is 85.4%. RXN SMILES: [CH2:1]([NH:6][CH2:7][CH2:8][CH2:9][CH2:10][CH3:11])[CH2:2][CH2:3][CH2:4][CH3:5].CS(O[CH2:17][C:18]1[CH:19]=[C:20]([CH:23]=[CH:24][C:25]=1[O:26][CH2:27][C:28]1[CH:33]=[CH:32][CH:31]=[CH:30][CH:29]=1)[CH:21]=[O:22])(=O)=O>CN(C)C=O>[CH2:7]([N:6]([CH2:17][C:18]1[CH:19]=[C:20]([CH:23]=[CH:24][C:25]=1[O:26][CH2:27][C:28]1[CH:33]=[CH:32][CH:31]=[CH:30][CH:29]=1)[CH:21]=[O:22])[CH2:1][CH2:2][CH2:3][CH2:4][CH3:5])[CH2:8][CH2:9][CH2:10][CH3:11]. Procedure: To a solution of dipentylamine (258 mg) and diiosopropylethylamine (212 mg) in dimethylformamide (2 ml) was added 3-[[(methylsulfonyl)oxy]methyl]-4-phenylmethoxybenzaldehyde (350 mg). After stirring at room temperature for 2 weeks, the reaction mixture was partially concentrated under reduced pressure and the residue was purified by flash column chromatography using petroleum ether:diethyl ether (1:3) as eluant. The pure fractions were combined and evaporated under reduced pressure to give 3-[(d... The reactants are Cl.CONC (O,N-dimethylhydroxylamine hydrochloride), FC=1C2=C(C(=O)Cl)C=C(C1F)OCO2 (3,4-difluoromethylenedioxybenzoyl chloride), N1=CC=CC=C1 (pyridine). Solvent: C(Cl)Cl (methylene chloride). Reaction conditions: temperature 0 celsius, time 18 hour. Product: CN(C(C1=C2C(=C(C(=C1)OCO2)F)F)=O)OC (N-methyl-N-methoxy-3,4-difluoromethylenedioxybenzamide). Yield: 94.8%. RXN SMILES: [F:1][C:2]1[C:3]2[O:14][CH2:13][O:12][C:9]([C:10]=1[F:11])=[CH:8][C:4]=2[C:5](Cl)=[O:6].Cl.[CH3:16][O:17][NH:18][CH3:19].N1C=CC=CC=1>C(Cl)Cl>[CH3:19][N:18]([O:17][CH3:16])[C:5](=[O:6])[C:4]1[CH:8]=[C:9]2[O:12][CH2:13][O:14][C:3]=1[C:2]([F:1])=[C:10]2[F:11] |f:1.2|. Reported procedure: A solution of 14.4 grams (0.065 mole) of 3,4-difluoromethylenedioxybenzoyl chloride in 150 mL of methylene chloride was stirred and cooled to 0° C. To this was added 6.4 grams (0.066 mole) of O,N-dimethylhydroxylamine hydrochloride, followed by the dropwise addition of 11.0 mL (0.136 mole) of pyridine. Upon completion of addition the reaction mixture was stirred at ambient temperature for 18 hours. The reaction mixture was washed with two portions of aqueous 10% hydrochloric acid, two portions o... Reactants: CNC (Dimethylamine), FC1=CC=C(C(=O)C2=C(NC(S2)=O)C)C=C1 (5-(4-fluorobenzoyl)-4-methyl-2(3H)-thiazolone). Run in C(C)O (ethanol). Reaction conditions: temperature 120 celsius, time 16 hour. Yields the product CN(C1=CC=C(C(=O)C2=C(NC(S2)=O)C)C=C1)C (5-[4-(dimethylamino)benzoyl]-4-methyl-2(3H)-thiazolone). As a reaction SMILES: [CH3:1][NH:2][CH3:3].F[C:5]1[CH:19]=[CH:18][C:8]([C:9]([C:11]2[S:15][C:14](=[O:16])[NH:13][C:12]=2[CH3:17])=[O:10])=[CH:7][CH:6]=1>C(O)C>[CH3:1][N:2]([CH3:3])[C:5]1[CH:19]=[CH:18][C:8]([C:9]([C:11]2[S:15][C:14](=[O:16])[NH:13][C:12]=2[CH3:17])=[O:10])=[CH:7][CH:6]=1. Procedure details: Dimethylamine (100 ml, 40% solution) was added to a solution of 5-(4-fluorobenzoyl)-4-methyl-2(3H)-thiazolone (4.7 g) in ethanol (200 ml). The mixture was stirred in a sealed stainless steel vessel at 120° C. for 16 hours. After cooling to ambient temperature the solvent and excess dimethylamino was evaporated. The residue was recrystallized twice from ethanol to give the title compound, mp. 224°-226° C. Starting materials: ClC1=CC=C2C(=C(NC2=C1)C(C1=CC(=CC=C1)Cl)=O)CC(=O)O ([6-Chloro-2-(3-chlorobenzoyl)-1H-indol-3-yl]acetic Acid), BrC=1C=C(C=CC1)F (3-bromofluorobenzene). Yields the product ClC1=CC=C2C(=C(NC2=C1)C(C1=CC(=CC=C1)F)=O)CC(=O)O ([6-Chloro-2-(3-fluorobenzoyl)-1H-indol-3-yl]acetic Acid). RXN SMILES: [Cl:1][C:2]1[CH:10]=[C:9]2[C:5]([C:6]([CH2:20][C:21]([OH:23])=[O:22])=[C:7]([C:11](=[O:19])[C:12]3[CH:17]=[CH:16][CH:15]=[C:14](Cl)[CH:13]=3)[NH:8]2)=[CH:4][CH:3]=1.BrC1C=C([F:31])C=CC=1>>[Cl:1][C:2]1[CH:10]=[C:9]2[C:5]([C:6]([CH2:20][C:21]([OH:23])=[O:22])=[C:7]([C:11](=[O:19])[C:12]3[CH:17]=[CH:16][CH:15]=[C:14]([F:31])[CH:13]=3)[NH:8]2)=[CH:4][CH:3]=1. Procedure details: The title compound was prepared according to the procedure described in step 2 of Example 7 from 6-chloro-2-[(N-methoxy-N-methylamino)carbonyl]indole (Example 7, step 1) and 3-bromofluorobenzene. Reactants: Nc1ccc2cc[nH]c2c1, O=C(O)C=Cc1ccc(C(F)(F)F)cc1-c1cccnc1. The product is O=C(C=Cc1ccc(C(F)(F)F)cc1-c1cccnc1)Nc1ccc2cc[nH]c2c1. RXN SMILES: [NH2:22][c:23]1[cH:24][cH:25][c:26]2[cH:27][cH:28][nH:29][c:30]2[cH:31]1.[n:1]1[cH:2][c:3](-[c:7]2[c:8]([CH:17]=[CH:18][C:19](=[O:20])[OH:21])[cH:9][cH:10][c:11]([C:13]([F:14])([F:15])[F:16])[cH:12]2)[cH:4][cH:5][cH:6]1>>[n:1]1[cH:2][c:3](-[c:7]2[c:8]([CH:17]=[CH:18][C:19](=[O:20])[NH:22][c:23]3[cH:24][cH:25][c:26]4[cH:27][cH:28][nH:29][c:30]4[cH:31]3)[cH:9][cH:10][c:11]([C:13]([F:14])([F:15])[F:16])[cH:12]2)[cH:4][cH:5][cH:6]1.